Dataset: the Open Reaction Database (ORD), a public repository of structured organic reaction records. Task: describe an organic reaction: reactants, conditions, products, and yield Starting materials: CCN(CC)CCN, ClC(Cl)Cl, O=S(=O)(Cl)c1ccc(Nc2cnnc3cc(Cl)ccc23)cc1, Cl. Product: CCN(CC)CCNS(=O)(=O)c1ccc(Nc2cnnc3cc(Cl)ccc23)cc1. RXN SMILES: [CH2:1]([CH3:2])[N:3]([CH2:4][CH2:5][NH2:6])[CH2:7][CH3:8].[CH:32]([Cl:33])([Cl:34])[Cl:35].[Cl:10][c:11]1[cH:12][cH:13][c:14]2[c:15]([NH:21][c:22]3[cH:23][cH:24][c:25]([S:28](=[O:29])(=[O:30])[Cl:31])[cH:26][cH:27]3)[cH:16][n:17][n:18][c:19]2[cH:20]1.[ClH:9]>>[CH2:1]([CH3:2])[N:3]([CH2:4][CH2:5][NH:6][S:28]([c:25]1[cH:24][cH:23][c:22]([NH:21][c:15]2[c:14]3[cH:13][cH:12][c:11]([Cl:10])[cH:20][c:19]3[n:18][n:17][cH:16]2)[cH:27][cH:26]1)(=[O:29])=[O:30])[CH2:7][CH3:8]. Reactants: Cl.ClCCN(C)C (2-chloro-N,N-dimethylethylamine hydrochloride), OC1=CC=C(C(=O)OC)C=C1 (Methyl 4-hydroxybenzoate), C([O-])([O-])=O.[K+].[K+] (Potassium carbonate), Cl.ClCCN(C)C (2-chloro-N,N-dimethylethylamine hydrochloride), O (water). Solvent: CN(C=O)C (N,N-dimethylformamide), C(C)(=O)OCC (ethyl acetate). Conditions: time 7 day. Product: CN(CCOC1=CC=C(C(=O)OC)C=C1)C (methyl 4-(2-dimethylaminoethoxy)benzoate). Yield: 80.8%. Reaction SMILES: [OH:1][C:2]1[CH:11]=[CH:10][C:5]([C:6]([O:8][CH3:9])=[O:7])=[CH:4][CH:3]=1.C(=O)([O-])[O-].[K+].[K+].Cl.Cl[CH2:20][CH2:21][N:22]([CH3:24])[CH3:23].O>CN(C)C=O.C(OCC)(=O)C>[CH3:23][N:22]([CH3:24])[CH2:21][CH2:20][O:1][C:2]1[CH:3]=[CH:4][C:5]([C:6]([O:8][CH3:9])=[O:7])=[CH:10][CH:11]=1 |f:1.2.3,4.5|. Reported procedure: Methyl 4-hydroxybenzoate (10 g, 66 mmoles) was dissolved in N,N-dimethylformamide (200 mL). Potassium carbonate (45 g, 0.33 moles) and 2-chloro-N,N-dimethylethylamine hydrochloride (14.2 g, 99 mmoles) were added and the resulting mixture was stirred vigorously at room temperature for 7 days. More 2-chloro-N,N-dimethylethylamine hydrochloride (3 g, 20 mmoles) was added and stirring at room temperature was continued for 2 days. The reaction mixture was poured into water (600 mL) and extraction wit... Yields the product NC=1NC(C=2N=CN(C2N1)[C@@H]1C=C[C@@H](C1)CO)=O (cis-2-amino-1,9-dihydro-9-[4-(hydroxymethyl)-2-cyclopenten-1-yl]-6H-purine-6-one). As a reaction SMILES: CO[C:3](=[O:5])O.[NH2:6][C:7]1[N:15]=[C:14]2[C:10]([N:11]=[CH:12][N:13]2[C@H:16]2[CH2:20][C@@H:19]([CH2:21][OH:22])[CH:18]=[CH:17]2)=C(Cl)[N:8]=1.[OH-].[Na+]>O>[NH2:6][C:7]1[NH:8][C:3](=[O:5])[C:10]2[N:11]=[CH:12][N:13]([C@H:16]3[CH2:20][C@@H:19]([CH2:21][OH:22])[CH:18]=[CH:17]3)[C:14]=2[N:15]=1 |f:0.1,2.3|. The solvent is O (water). Reported procedure: To a 5 mL round-bottom flask equipped with a reflux condenser is added cis-2-amino-6-chloro-9-[4-(hydroxymethyl)-2-cyclopenten-1-yl]-9H-purine methylcarbonate as prepared in Example 3 (10 mg, 0.031 mmol), sodium hydroxide (2.5 mg, 0.062 mmol), and deionized water (1 mL). The resultant heterogeneous mixture is heated at 75° C. for 12 hours. The reaction mixture becomes a pale amber solution which is filtered hot through a bed of diatomaceous earth. The pH of the filtrate is adjusted to pH 7 with ... The reactants are COC(O)=O.NC1=NC(=C2N=CN(C2=N1)[C@@H]1C=C[C@@H](C1)CO)Cl (cis-2-amino-6-chloro-9-[4-(hydroxymethyl)-2-cyclopenten-1-yl]-9H-purine methylcarbonate), Example 3, [OH-].[Na+] (sodium hydroxide). Reaction conditions: temperature 75 celsius. The reactants are C1(CCC2=CC=CC=C12)O ((−)-indanol), [N+](=O)([O-])C1=C(C(=O)[O-])C=CC(=C1)[N+](=O)[O-] (2,4-dinitrobenzoate), C(Cl)(Cl)Cl (CHCl3), C(Cl)(Cl)Cl (CHCl3). Solvent: CCCCCC.C(C)(C)O (hexane isopropanol). Product: [C@@H]12[C@H](CCC[C@H]2CCC1)O ((−)-(1R,2S,6R)-Bicyclo[4.3.0]nonan-2-ol). Reaction SMILES: [CH:1]1(O)[C:9]2[C:4](=[CH:5][CH:6]=[CH:7][CH:8]=2)[CH2:3][CH2:2]1.C(Cl)(Cl)Cl.[N+](C1C=C([N+]([O-])=O)C=CC=1C([O-])=O)([O-])=[O:16]>CCCCCC.C(O)(C)C>[C@@H:4]12[CH2:3][CH2:2][CH2:1][C@@H:9]1[CH2:8][CH2:7][CH2:6][C@@H:5]2[OH:16] |f:3.4|. Reported procedure: Racemic 19 (86 mg, 0.62 mmol) was dissolved in THF (5 mL), vinyl acetate (0.5 mL) was added. Amano lipase PS-30 (60 mg) was added and the resulting suspension was stirred at 23° C. until 50% conv. was reached (NMR) in ca. 6 h. The resulting suspension was diluted with Et2O and filtered on celite, the filter cake rinsed with Et2O. After evaporation of the remaining solvent, the residue was purified by column chromatography using hexanes/EtOAc (8:1, 6:1 then 4:1) to yield acetate 21 and the desire... Reactants: C=CC#N, CC#N, Cl, CC(C)ON=O, Nc1ccccc1. Product: N#CC(Cl)Cc1ccccc1. RXN SMILES: [CH2:9]=[CH:10][C:11]#[N:12].[CH3:19][C:20]#[N:21].[ClH:8].[N:13]([O:14][CH:15]([CH3:16])[CH3:17])=[O:18].[NH2:1][c:2]1[cH:3][cH:4][cH:5][cH:6][cH:7]1>>[c:2]1([CH2:9][CH:10]([Cl:8])[C:11]#[N:12])[cH:3][cH:4][cH:5][cH:6][cH:7]1. Starting materials: CCOC(=O)c1nc(CCl)n(-c2ccc(Br)cc2C(=O)c2ccccn2)n1, [Na+], [OH-]. The product is O=C(O)c1nc(CCl)n(-c2ccc(Br)cc2C(=O)c2ccccn2)n1. RXN SMILES: [Br:1][c:2]1[cH:3][c:4]([C:20](=[O:21])[c:22]2[n:23][cH:24][cH:25][cH:26][cH:27]2)[c:5](-[n:8]2[n:9][c:10]([C:15](=[O:16])[O:17][CH2:18][CH3:19])[n:11][c:12]2[CH2:13][Cl:14])[cH:6][cH:7]1.[Na+:29].[OH-:28]>>[Br:1][c:2]1[cH:3][c:4]([C:20](=[O:21])[c:22]2[n:23][cH:24][cH:25][cH:26][cH:27]2)[c:5](-[n:8]2[n:9][c:10]([C:15](=[O:16])[OH:17])[n:11][c:12]2[CH2:13][Cl:14])[cH:6][cH:7]1. Reactants: c1ccc2c(c1)CCNC2, O=C(Cl)CCCl, C1CCOC1. Product: O=C(CCCl)N1CCc2ccccc2C1. As a reaction SMILES: [CH2:7]1[NH:8][CH2:9][CH2:10][c:11]2[cH:12][cH:13][cH:14][cH:15][c:16]21.[Cl:1][CH2:2][CH2:3][C:4](=[O:5])[Cl:6].[O:17]1[CH2:18][CH2:19][CH2:20][CH2:21]1>>[Cl:1][CH2:2][CH2:3][C:4](=[O:5])[N:8]1[CH2:7][c:16]2[c:11]([cH:12][cH:13][cH:14][cH:15]2)[CH2:10][CH2:9]1. The reactants are Na, C(C)O (ethanol), C(#C)C=1C=C(C=CC1)NC1=NC=NC2=CC(=C(C=C12)[N+](=O)[O-])F (N-(3-ethynylphenyl)-7-fluoro-6-nitroquinazolin-4-amine). Conditions: temperature 80 celsius, time 4 hour. Yields the product C(C)OC1=C(C=C2C(=NC=NC2=C1)NC1=CC(=CC=C1)C#C)[N+](=O)[O-] (7-ethoxy-N-(3-ethynylphenyl)-6-nitroquinazolin-4-amine). The yield is 93.4%. As a reaction SMILES: [C:1]([C:3]1[CH:4]=[C:5]([NH:9][C:10]2[C:19]3[C:14](=[CH:15][C:16](F)=[C:17]([N+:20]([O-:22])=[O:21])[CH:18]=3)[N:13]=[CH:12][N:11]=2)[CH:6]=[CH:7][CH:8]=1)#[CH:2].[CH2:24]([OH:26])[CH3:25]>>[CH2:24]([O:26][C:16]1[CH:15]=[C:14]2[C:19]([C:10]([NH:9][C:5]3[CH:6]=[CH:7][CH:8]=[C:3]([C:1]#[CH:2])[CH:4]=3)=[N:11][CH:12]=[N:13]2)=[CH:18][C:17]=1[N+:20]([O-:22])=[O:21])[CH3:25]. Procedure: Na (1.4 g, 0.060 mol) was carefully dissolved in 80 ml of anhydrous ethanol to form a clear solution, then N-(3-ethynylphenyl)-7-fluoro-6-nitroquinazolin-4-amine (8 g, 0.025 mol) was added and stirred for 4 hours at 80° C. The solution was concentrated under reduced pressure to remove excess ethanol, and 50 ml H2O was added. The resulting solid precipitate was filtered and dried under vacuum to get 7-ethoxy-N-(3-ethynylphenyl)-6-nitroquinazolin-4-amine as yellow solid 8.1 g (93.4% yield).